From a dataset of the Open Reaction Database (ORD), a public repository of structured organic reaction records. describe an organic reaction: reactants, conditions, products, and yield Reactants: [GeH4], OCc1nnc2n1-c1ccc(Cl)cc1C(c1ccccc1)=NC2, c1ccccc1. Product: O=Cc1nnc2n1-c1ccc(Cl)cc1C(c1ccccc1)=NC2. Reaction SMILES: [GeH4:24].[c:1]1([C:7]2=[N:8][CH2:9][c:10]3[n:11]([c:19]([CH2:22][OH:23])[n:20][n:21]3)-[c:12]3[c:13]2[cH:14][c:15]([Cl:18])[cH:16][cH:17]3)[cH:2][cH:3][cH:4][cH:5][cH:6]1.[cH:25]1[cH:26][cH:27][cH:28][cH:29][cH:30]1>>[c:1]1([C:7]2=[N:8][CH2:9][c:10]3[n:11]([c:19]([CH:22]=[O:23])[n:20][n:21]3)-[c:12]3[c:13]2[cH:14][c:15]([Cl:18])[cH:16][cH:17]3)[cH:2][cH:3][cH:4][cH:5][cH:6]1. The reactants are C(C=C)OC1=C(C=CC(=C1)C)C(=O)C=1C2=C(SC1N)CCCC2 ((2-allyloxy-4-methyl-phenyl)-(2-amino-4,5,6,7-tetrahydro-benzo[b]thiophen-3-yl)-methanone), O=C(C(=O)OCC)CC(C)=O (ethyl 2,4-dioxopentanoate), C(C)(=O)Cl (acetyl chloride). The solvent is C(C)O (ethanol). Reaction conditions: temperature 50 celsius. Product: Cl.C(C)OC(C(=O)C=1C(=C2C(=NC1C)SC1=C2CCCC1)C1=C(C=C(C=C1)C)OCC=C)=O ([4-(2-allyloxy-4-methyl-phenyl)-2-methyl-5,6,7,8-tetrahydro-benzo[4,5]thieno[2,3-b]pyridin-3-yl]-oxo-acetic acid ethyl ester hydrochloride). Isolated yield 76.5%. Reaction SMILES: [CH2:1]([O:4][C:5]1[CH:10]=[C:9]([CH3:11])[CH:8]=[CH:7][C:6]=1[C:12]([C:14]1[C:15]2[CH2:23][CH2:22][CH2:21][CH2:20][C:16]=2[S:17][C:18]=1[NH2:19])=O)[CH:2]=[CH2:3].[O:24]=[C:25]([CH2:31][C:32](=O)[CH3:33])[C:26]([O:28][CH2:29][CH3:30])=[O:27].C([Cl:38])(=O)C>C(O)C>[ClH:38].[CH2:29]([O:28][C:26](=[O:27])[C:25]([C:31]1[C:12]([C:6]2[CH:7]=[CH:8][C:9]([CH3:11])=[CH:10][C:5]=2[O:4][CH2:1][CH:2]=[CH2:3])=[C:14]2[C:15]3[CH2:23][CH2:22][CH2:21][CH2:20][C:16]=3[S:17][C:18]2=[N:19][C:32]=1[CH3:33])=[O:24])[CH3:30] |f:4.5|. Procedure: To a stirred solution of (2-allyloxy-4-methyl-phenyl)-(2-amino-4,5,6,7-tetrahydro-benzo[b]thiophen-3-yl)-methanone (882 mg, 2.69 mmols) in ethanol (30 mL) was added ethyl 2,4-dioxopentanoate (426 mg, 378 μL, 1 eq) followed by acetyl chloride (846 mg, 766 μL, 4 eq), and the reaction was heated to 50° C. for 1 hour. The reaction was then concentrated in vacuo to give [4-(2-allyloxy-4-methyl-phenyl)-2-methyl-5,6,7,8-tetrahydro-benzo[4,5]thieno[2,3-b]pyridin-3-yl]-oxo-acetic acid ethyl ester hydroch... Reactants: ( 2 ), CC1=CC=C(C=C1)S(=O)(=O)OC[C@H]1COC2=C(O1)C=C(C=C2Cl)S(=O)(=O)C ([(2R)-5-chloro-7-(methylsulfonyl)-2,3-dihydro-1,4-benzodioxin-2-yl]methyl 4-methylbenzenesulfonate), ( 3 ), CNC (N-methylmethanamine), ( 2 ), ( 4 ). Solvent: C(C)#N (ACN). The product is ClC1=CC(=CC=2O[C@H](COC21)CN(C)C)S(=O)(=O)C (1-[(2S)-5-CHLORO-7-(METHYLSULFONYL)-2,3-DIHYDRO-1,4-BENZODIOXIN-2-YL]-N,N-DIMETHYLMETHANAMINE). RXN SMILES: CC1C=CC(S(O[CH2:12][C@@H:13]2[O:18][C:17]3[CH:19]=[C:20]([S:24]([CH3:27])(=[O:26])=[O:25])[CH:21]=[C:22]([Cl:23])[C:16]=3[O:15][CH2:14]2)(=O)=O)=CC=1.[CH3:28][NH:29][CH3:30]>C(#N)C>[Cl:23][C:22]1[C:16]2[O:15][CH2:14][C@H:13]([CH2:12][N:29]([CH3:30])[CH3:28])[O:18][C:17]=2[CH:19]=[C:20]([S:24]([CH3:27])(=[O:26])=[O:25])[CH:21]=1. Procedure: Preparation according to Example 57 using [(2R)-5-chloro-7-(methylsulfonyl)-2,3-dihydro-1,4-benzodioxin-2-yl]methyl 4-methylbenzenesulfonate (0.027 g, 0.062 mmol), N-methylmethanamine (0.5 ml, 2.0 M in MeOH), ACN (3 ml). MS m/z (rel. intensity, 70 eV) 305 (M+, 0.4), 85 (2), 84 (3), 63 (2), 59 (4), 58 (bp). Reactants: COC(=O)C=1SC(=CC1N(C(=O)[C@@H]1CC[C@H](CC1)C)[C@@H]1CC[C@H](CC1)O)C1=CCC(CC1)(C)C (5-(4,4-dimethyl-cyclohex-1-enyl)-3-[(trans-4-hydroxy-cyclohexyl)-(trans-4-methyl-cyclohexanecarbonyl)-amino]-thiophene-2-carboxylic acid methyl ester), CI (methyl iodide), [H-].[Na+] (NaH). The solvent is CN(C)C=O (DMF). Reaction conditions: temperature 0 celsius, time 90 minute. The product is COC(=O)C=1SC(=CC1N(C(=O)[C@@H]1CC[C@H](CC1)C)[C@@H]1CC[C@H](CC1)OC)C1=CCC(CC1)(C)C (5-(4,4-dimethyl-cyclohex-1-enyl)-3-[(trans-4-methoxy-cyclohexyl)-(trans-4-methyl-cyclohexanecarbonyl)amino]-thiophene-2-carboxylic acid methyl ester). The yield is 46.2%. As a reaction SMILES: [CH3:1][O:2][C:3]([C:5]1[S:6][C:7]([C:27]2[CH2:32][CH2:31][C:30]([CH3:34])([CH3:33])[CH2:29][CH:28]=2)=[CH:8][C:9]=1[N:10]([C@H:20]1[CH2:25][CH2:24][C@H:23]([OH:26])[CH2:22][CH2:21]1)[C:11]([C@H:13]1[CH2:18][CH2:17][C@H:16]([CH3:19])[CH2:15][CH2:14]1)=[O:12])=[O:4].[CH3:35]I.[H-].[Na+]>CN(C=O)C>[CH3:1][O:2][C:3]([C:5]1[S:6][C:7]([C:27]2[CH2:32][CH2:31][C:30]([CH3:33])([CH3:34])[CH2:29][CH:28]=2)=[CH:8][C:9]=1[N:10]([C@H:20]1[CH2:25][CH2:24][C@H:23]([O:26][CH3:35])[CH2:22][CH2:21]1)[C:11]([C@H:13]1[CH2:18][CH2:17][C@H:16]([CH3:19])[CH2:15][CH2:14]1)=[O:12])=[O:4] |f:2.3|. Reported procedure: To a solution of 5-(4,4-dimethyl-cyclohex-1-enyl)-3-[(trans-4-hydroxy-cyclohexyl)-(trans-4-methyl-cyclohexanecarbonyl)-amino]-thiophene-2-carboxylic acid methyl ester (2.0 g, 4.1 mmol) and methyl iodide (7.6 mL, 123 mmol) in dry DMF (20 mL) at 0° C. was added NaH (60% suspension in oil, 328 mg, 8.2 mmol) in portion wise. The reaction mixture was stirred for 90 min at 0° C. under nitrogen. The reaction mixture was quenched by addition of aqueous HCl (2N). After extraction with EtOAc, the organic ... Reactants: C(C)(C)(C)OC(=O)NCCCN (N-t-butyloxycarbonyl-1,3-diaminopropane), ClC1=C(C(=CC=C1)F)C1=NOC(=C1C(=O)Cl)C (3-(2-chloro-6-fluorophenyl)-5-methylisoxazol-4-oyl chloride). Yields the product C(C)(C)(C)OC(=O)NCCCNC(=O)C=1C(=NOC1C)C1=C(C=CC=C1F)Cl (N-t-Butyloxycarbonyl-N′-(3-[2-Chloro-6-Fluorophenyl]-5-Methylisoxazol-4-oyl)-1,3-Diaminopropane). Isolated yield 100.4%. Reaction SMILES: [C:1]([O:5][C:6]([NH:8][CH2:9][CH2:10][CH2:11][NH2:12])=[O:7])([CH3:4])([CH3:3])[CH3:2].[Cl:13][C:14]1[CH:19]=[CH:18][CH:17]=[C:16]([F:20])[C:15]=1[C:21]1[C:25]([C:26](Cl)=[O:27])=[C:24]([CH3:29])[O:23][N:22]=1>>[C:1]([O:5][C:6]([NH:8][CH2:9][CH2:10][CH2:11][NH:12][C:26]([C:25]1[C:21]([C:15]2[C:16]([F:20])=[CH:17][CH:18]=[CH:19][C:14]=2[Cl:13])=[N:22][O:23][C:24]=1[CH3:29])=[O:27])=[O:7])([CH3:4])([CH3:3])[CH3:2]. Procedure details: N-t-butyloxycarbonyl-1,3-diaminopropane (574 mg, 3.29 mmol) and 3-(2-chloro-6-fluorophenyl)-5-methylisoxazol-4-oyl chloride (903 mg, 3.29 mmol) were converted to 1.36 g of the title compound by the procedure of Preparation 1. (100%). EA calculated for: C19H23N3O4ClF: C, 55.41; H, 5.63; N, 10.20. Found: C, 55.17; H, 5.71; N, 9.99. MS(IS) m/z 412 (M+).